From a dataset of the Open Reaction Database (ORD), a public repository of structured organic reaction records. describe an organic reaction: reactants, conditions, products, and yield Starting materials: CCCCc1ccc(NCc2ccc(N(C)C)cc2)cc1, CC(C)c1cccc(C(C)C)c1N=C=O, c1ccccc1. Product: CCCCc1ccc(N(Cc2ccc(N(C)C)cc2)C(=O)Nc2c(C(C)C)cccc2C(C)C)cc1. RXN SMILES: [CH2:1]([CH2:2][CH2:3][CH3:4])[c:5]1[cH:6][cH:7][c:8]([NH:11][CH2:12][c:13]2[cH:14][cH:15][c:16]([N:19]([CH3:20])[CH3:21])[cH:17][cH:18]2)[cH:9][cH:10]1.[CH:22]([CH3:23])([CH3:24])[c:25]1[c:26]([N:34]=[C:35]=[O:36])[c:27]([CH:31]([CH3:32])[CH3:33])[cH:28][cH:29][cH:30]1.[cH:37]1[cH:38][cH:39][cH:40][cH:41][cH:42]1>>[CH2:1]([CH2:2][CH2:3][CH3:4])[c:5]1[cH:6][cH:7][c:8]([N:11]([CH2:12][c:13]2[cH:14][cH:15][c:16]([N:19]([CH3:20])[CH3:21])[cH:17][cH:18]2)[C:35]([NH:34][c:26]2[c:25]([CH:22]([CH3:23])[CH3:24])[cH:30][cH:29][cH:28][c:27]2[CH:31]([CH3:32])[CH3:33])=[O:36])[cH:9][cH:10]1. Starting materials: ClC1=C(C(=O)NC2(CCCC2)CO)C=C(C=N1)F (2-Chloro-5-fluoro-N-(1-hydroxymethyl-1-cyclopentyl)-nicotinamide), CSC1=CC=C(C=C1)O (4-methylsulfanyl phenol), C([O-])([O-])=O.[Cs+].[Cs+] (caesium carbonate). Solvent: CN(C)C=O (DMF). Conditions: temperature 50 celsius, time 16 hour. Product: FC=1C=NC(=C(C(=O)NC2(CCCC2)CO)C1)OC1=CC=C(C=C1)SC (5-Fluoro-N-(1-hydroxymethyl-cyclopentyl)-2-(4-methylsulfanyl-phenoxy)-nicotinamide). The yield is 19.5%. RXN SMILES: Cl[C:2]1[N:17]=[CH:16][C:15]([F:18])=[CH:14][C:3]=1[C:4]([NH:6][C:7]1([CH2:12][OH:13])[CH2:11][CH2:10][CH2:9][CH2:8]1)=[O:5].[CH3:19][S:20][C:21]1[CH:26]=[CH:25][C:24]([OH:27])=[CH:23][CH:22]=1.C(=O)([O-])[O-].[Cs+].[Cs+]>CN(C=O)C>[F:18][C:15]1[CH:16]=[N:17][C:2]([O:27][C:24]2[CH:25]=[CH:26][C:21]([S:20][CH3:19])=[CH:22][CH:23]=2)=[C:3]([CH:14]=1)[C:4]([NH:6][C:7]1([CH2:12][OH:13])[CH2:11][CH2:10][CH2:9][CH2:8]1)=[O:5] |f:2.3.4|. Procedure details: 2-Chloro-5-fluoro-N-(1-hydroxymethyl-1-cyclopentyl)-nicotinamide (100 mg, 0.367 mmol), 4-methylsulfanyl phenol (51 mg, 0.367 mmol) and caesium carbonate (131 mg, 0.403 mmol) were suspended in DMF (1.5 ml) and the reaction was heated to 50° C. and stirred at this temperature under nitrogen for 16 h. The reaction mixture was cooled and partitioned between ethyl acetate (25 ml) and water (25 ml). The organic phase was removed and washed with brine (25 ml) followed by water (25 ml). The organic laye... Reactants: CC(=O)Nc1ccc2c(c1)OC1(CC1)C2=O, CO, [K+], [OH-]. The product is Nc1ccc2c(c1)OC1(CC1)C2=O. Reaction SMILES: [C:1](=[O:2])([CH3:3])[NH:4][c:5]1[cH:6][cH:7][c:8]2[c:9]([cH:16]1)[O:10][C:11]1([C:12]2=[O:13])[CH2:14][CH2:15]1.[CH3:19][OH:20].[K+:18].[OH-:17]>>[NH2:4][c:5]1[cH:6][cH:7][c:8]2[c:9]([cH:16]1)[O:10][C:11]1([C:12]2=[O:13])[CH2:14][CH2:15]1. Reactants: FC(C(=O)O)(F)F (Trifluoroacetic acid), C(C)(C)(C)OC(N(C)C[C@@H](CCN1CCC(CC1)N1C(CCCC1)=O)C1=CC(=C(C=C1)Cl)Cl)=O ((S)-[2-(3,4-dichloro-phenyl)-4-(2-oxo-[1,4′]bipiperidinyl-1′-yl)-butyl]-methyl-carbamic acid tert-butyl ester), FC(C(=O)O)(F)F (trifluoroacetic acid). Solvent: [OH-].[Na+] (sodium hydroxide), ClCCl (dichloromethane). Product: ClC=1C=C(C=CC1Cl)[C@H](CCN1CCC(CC1)N1C(CCCC1)=O)CNC ((S)-1′-[3-(3,4-Dichloro-phenyl)-4-methylamino-butyl]-[1,4′]bipiperidinyl-2-one). Reaction SMILES: FC(F)(F)C(O)=O.C(O[C:13](=O)[N:14]([CH2:16][C@H:17]([C:33]1[CH:38]=[CH:37][C:36]([Cl:39])=[C:35]([Cl:40])[CH:34]=1)[CH2:18][CH2:19][N:20]1[CH2:25][CH2:24][CH:23]([N:26]2[CH2:31][CH2:30][CH2:29][CH2:28][C:27]2=[O:32])[CH2:22][CH2:21]1)C)(C)(C)C>ClCCl.[OH-].[Na+]>[Cl:40][C:35]1[CH:34]=[C:33]([C@@H:17]([CH2:16][NH:14][CH3:13])[CH2:18][CH2:19][N:20]2[CH2:21][CH2:22][CH:23]([N:26]3[CH2:31][CH2:30][CH2:29][CH2:28][C:27]3=[O:32])[CH2:24][CH2:25]2)[CH:38]=[CH:37][C:36]=1[Cl:39] |f:3.4|. Procedure: Trifluoroacetic acid (13.1 mL) was added to a solution of (S)-[2-(3,4-dichloro-phenyl)-4-(2-oxo-[1,4′]bipiperidinyl-1′-yl)-butyl]-methyl-carbamic acid tert-butyl ester (8.73 g) in dichloromethane (300 mL). After stirring for 30 minutes additional trifluoroacetic acid (13.1 mL) was added. After 1.5 hours the reaction was diluted with aqueous sodium hydroxide, and the layers were separated. The organic layer was washed with water, dried and evacuated to a viscous oil which was not purified further...